This data is from the Open Reaction Database (ORD), a public repository of structured organic reaction records. The task is: describe an organic reaction: reactants, conditions, products, and yield Reactants: COC(CC(C)=O)=O (3-oxo-butyric acid methyl ester), R3—(CH2)m—NH2, N[C@H]1[C@@H](CCCC1)O ((1R,2R)-2-amino-cyclohexanol), FC(C1=C(C=C(C=C1)C(F)(F)F)C(CBr)=O)(F)F (1-(2,5-bis-trifluoromethyl-phenyl)-2-bromo-ethanone), C1(CC1)CCN (2-cyclopropyl-ethylamine). Yields the product O[C@H]1[C@@H](CCCC1)NC(=O)C1=C(N(C(=C1)C1=C(C=CC(=C1)C(F)(F)F)C(F)(F)F)CCC1CC1)C (5-(2,5-Bis-trifluoromethyl-phenyl)-1-(2-cyclopropyl-ethyl)-2-methyl-1H-pyrrole-3-carboxylic acid ((1R,2R)-2-hydroxy-cyclohexyl)-amide). RXN SMILES: CO[C:3](=[O:8])[CH2:4][C:5](=O)[CH3:6].[F:9][C:10]([F:26])([F:25])[C:11]1[CH:16]=[CH:15][C:14]([C:17]([F:20])([F:19])[F:18])=[CH:13][C:12]=1[C:21](=O)[CH2:22]Br.[CH:27]1([CH2:30][CH2:31][NH2:32])[CH2:29][CH2:28]1.[NH2:33][C@@H:34]1[CH2:39][CH2:38][CH2:37][CH2:36][C@H:35]1[OH:40]>>[OH:40][C@@H:35]1[CH2:36][CH2:37][CH2:38][CH2:39][C@H:34]1[NH:33][C:3]([C:4]1[CH:22]=[C:21]([C:12]2[CH:13]=[C:14]([C:17]([F:20])([F:19])[F:18])[CH:15]=[CH:16][C:11]=2[C:10]([F:26])([F:25])[F:9])[N:32]([CH2:31][CH2:30][CH:27]2[CH2:29][CH2:28]2)[C:5]=1[CH3:6])=[O:8]. Reported procedure: The title compound was synthesized in analogy to Example 68, using 3-oxo-butyric acid methyl ester as compound of formula R, 1-(2,5-bis-trifluoromethyl-phenyl)-2-bromo-ethanone as compound of formula S, 2-cyclopropyl-ethylamine as R3—(CH2)m—NH2 and (1R,2R)-2-amino-cyclohexanol as R1R2NH, MS (ISP) 503.1 (M+H)+. Starting materials: C([O-])([O-])=O.[Cs+].[Cs+] (cesium carbonate), CC1=C(C=C(C=C1)C1=NC(=NO1)C)O (2-methyl-5-(3-methyl-[1,2,4]oxadiazol-5-yl)-phenol), C(C)OC(=O)C=1C2=C(C(=NC1)Cl)C(=CS2)CBr (3-bromomethyl-4-chloro-thieno[3,2-c]pyridine-7-carboxylic acid ethyl ester). Solvent: O1CCCC1.CN(C=O)C (tetrahydrofuran N,N-dimethylformamide). Run at temperature 70 celsius, time 1 hour. Yields the product C(C)OC(=O)C=1C2=C(C(=NC1)Cl)C(=CS2)COC2=C(C=CC(=C2)C2=NC(=NO2)C)C (4-chloro-3-[2-methyl-5-(3-methyl-[1,2,4]oxadiazol-5-yl)-phenoxymethyl]-thieno[3,2-c]pyridine-7-carboxylic acid ethyl ester). As a reaction SMILES: C(=O)([O-])[O-].[Cs+].[Cs+].[CH3:7][C:8]1[CH:13]=[CH:12][C:11]([C:14]2[O:18][N:17]=[C:16]([CH3:19])[N:15]=2)=[CH:10][C:9]=1[OH:20].[CH2:21]([O:23][C:24]([C:26]1[C:27]2[S:35][CH:34]=[C:33]([CH2:36]Br)[C:28]=2[C:29]([Cl:32])=[N:30][CH:31]=1)=[O:25])[CH3:22]>O1CCCC1.CN(C)C=O>[CH2:21]([O:23][C:24]([C:26]1[C:27]2[S:35][CH:34]=[C:33]([CH2:36][O:20][C:9]3[CH:10]=[C:11]([C:14]4[O:18][N:17]=[C:16]([CH3:19])[N:15]=4)[CH:12]=[CH:13][C:8]=3[CH3:7])[C:28]=2[C:29]([Cl:32])=[N:30][CH:31]=1)=[O:25])[CH3:22] |f:0.1.2,5.6|. Procedure: A suspension of cesium carbonate (1.02 g, 3.13 mmol), 2-methyl-5-(3-methyl-[1,2,4]oxadiazol-5-yl)-phenol (0.42 g, 2.20 mmol) (from Example 52 supra) in tetrahydrofuran/N,N-dimethylformamide (5:2, 21 mL) was heated at 70° C. for 2 hours. 3-Bromomethyl-4-chloro-thieno[3,2-c]pyridine-7-carboxylic acid ethyl ester (0.68 g, 2.04 mmol) (from Example 1 supra) was added. Heating was continued for 1 hour. The reaction mixture was partitioned between dichloromethane and water. The aqueous phase was extrac...